Dataset: the Open Reaction Database (ORD), a public repository of structured organic reaction records. Task: describe an organic reaction: reactants, conditions, products, and yield Starting materials: C12(CC3CC(CC(C1)C3)C2)COC2=C(C=C(C#N)C=C2)Br (4-(adamantan-1-ylmethoxy)-3-bromobenzonitrile), C([O-])([O-])=O.[K+].[K+] (potassium carbonate), COC1=NC=CC=C1B(O)O ((2-methoxypyridin-3-yl)boronic acid), (2-methoxypyridin-3-yr)boronic acid, tetrakis(triphenylphosphfne)-pailadium(0). The reagents and catalysts are C=1C=CC(=CC1)[P](C=2C=CC=CC2)(C=3C=CC=CC3)[Pd]([P](C=4C=CC=CC4)(C=5C=CC=CC5)C=6C=CC=CC6)([P](C=7C=CC=CC7)(C=8C=CC=CC8)C=9C=CC=CC9)[P](C=1C=CC=CC1)(C=1C=CC=CC1)C=1C=CC=CC1 (tetrakis(triphenylphosphine)palladium(0)). Solvent: O1CCOCC1 (dioxane). Reaction conditions: temperature 90 celsius. The product is C12(CC3CC(CC(C1)C3)C2)COC2=C(C=C(C#N)C=C2)C=2C(=NC=CC2)OC (4-(adamantan-1-ylmethoxy)-3-(2-methoxypyridin-3-yl)benzonitrile). Isolated yield 98.8%. As a reaction SMILES: [C:1]12([CH2:11][O:12][C:13]3[CH:20]=[CH:19][C:16]([C:17]#[N:18])=[CH:15][C:14]=3Br)[CH2:10][CH:5]3[CH2:6][CH:7]([CH2:9][CH:3]([CH2:4]3)[CH2:2]1)[CH2:8]2.C(=O)([O-])[O-].[K+].[K+].[CH3:28][O:29][C:30]1[C:35](B(O)O)=[CH:34][CH:33]=[CH:32][N:31]=1>O1CCOCC1.C1C=CC([P]([Pd]([P](C2C=CC=CC=2)(C2C=CC=CC=2)C2C=CC=CC=2)([P](C2C=CC=CC=2)(C2C=CC=CC=2)C2C=CC=CC=2)[P](C2C=CC=CC=2)(C2C=CC=CC=2)C2C=CC=CC=2)(C2C=CC=CC=2)C2C=CC=CC=2)=CC=1>[C:1]12([CH2:11][O:12][C:13]3[CH:20]=[CH:19][C:16]([C:17]#[N:18])=[CH:15][C:14]=3[C:35]3[C:30]([O:29][CH3:28])=[N:31][CH:32]=[CH:33][CH:34]=3)[CH2:10][CH:5]3[CH2:6][CH:7]([CH2:9][CH:3]([CH2:4]3)[CH2:2]1)[CH2:8]2 |f:1.2.3,^1:48,50,69,88|. Procedure details: A reaction mixture of 4-(adamantan-1-ylmethoxy)-3-bromobenzonitrile (1.04 g, 3.00 mmol), potassium carbonate (1.00 g, 7.20 mmol) and (2-methoxypyridin-3-yl)boronic acid (0.92 g, 6.00 mmol) in dioxane (30 mL) was degassed three times with nitrogen, then tetrakis(triphenylphosphine)palladium(0) (0.18 g, 0.15 mmol) was added and the reaction mixture was degassed three further times with nitrogen. The resulting mixture was heated at 90° C. for 19 h, and then the reaction was cooled to ambient temper... The reactants are ClC1=NC=NC(=C1OC)OCC (4-chloro-5-methoxy-6-ethoxypyrimidine), [Cl-].[NH4+] (ammonium chloride), CC(CCCCCCCC)O (2-decanol), [H-].[Na+] (sodium hydride), [H][H] (hydrogen). The solvent is CN(C=O)C (dimethylformamide). Run at time 30 minute. Yields the product CC(CCCCCCCC)OC1=NC=NC(=C1OC)OCC (4-(2-decyloxy)-5-methoxy-6-ethoxypyrimidine). The yield is 28.4%. Reaction SMILES: [CH3:1][CH:2]([OH:11])[CH2:3][CH2:4][CH2:5][CH2:6][CH2:7][CH2:8][CH2:9][CH3:10].[H-].[Na+].[H][H].Cl[C:17]1[C:22]([O:23][CH3:24])=[C:21]([O:25][CH2:26][CH3:27])[N:20]=[CH:19][N:18]=1.[Cl-].[NH4+]>CN(C)C=O>[CH3:1][CH:2]([O:11][C:17]1[C:22]([O:23][CH3:24])=[C:21]([O:25][CH2:26][CH3:27])[N:20]=[CH:19][N:18]=1)[CH2:3][CH2:4][CH2:5][CH2:6][CH2:7][CH2:8][CH2:9][CH3:10] |f:1.2,5.6|. Procedure: 2.7 g (17.0 mmol) of 2-decanol were added dropwise at 50° C. to a suspension of 650 mg (21.6 mmol) of sodium hydride (80% suspension in oil) in 60 ml of dry dimethylformamide, and the mixture was stirred until the evolution of hydrogen had ceased. The mixture was cooled to room temperature and 3.0 g (15.9 mmol) of 4-chloro-5-methoxy-6-ethoxypyrimidine (preparation analogously to Example C) were added in portions. After 30 minutes, the reaction temperature was increased to 50° C., and stirring wa...